From a dataset of the Open Reaction Database (ORD), a public repository of structured organic reaction records. describe an organic reaction: reactants, conditions, products, and yield Yields the product COC1=Cc2ccccc2N(C)c2ccccc21. As a reaction SMILES: [CH2:18]([Li:19])[CH2:20][CH2:21][CH3:22].[CH3:1][O:2][C:3]1=[CH:4][c:5]2[c:6]([cH:14][cH:15][cH:16][cH:17]2)[NH:7][c:8]2[c:9]1[cH:10][cH:11][cH:12][cH:13]2.[I:23][CH3:24].[O:25]1[CH2:26][CH2:27][CH2:28][CH2:29]1>>[CH3:1][O:2][C:3]1=[CH:4][c:5]2[c:6]([cH:14][cH:15][cH:16][cH:17]2)[N:7]([CH3:18])[c:8]2[c:9]1[cH:10][cH:11][cH:12][cH:13]2. The reactants are [Li]CCCC, COC1=Cc2ccccc2Nc2ccccc21, CI, C1CCOC1.